Dataset: the Open Reaction Database (ORD), a public repository of structured organic reaction records. Task: describe an organic reaction: reactants, conditions, products, and yield The reactants are OC=1C=C(C=CC1)C1=C(C=NC2=C(C=CC=C12)C(F)(F)F)C(=O)C1=CC=CC=C1 ([4-(3-hydroxyphenyl)-8-(trifluoromethyl)quinolin-3-yl](phenyl)methanone), BrCC1=CC2=C(OCO2)C=C1 (5-Bromomethyl-benzo[1,3]dioxole). The product is O1COC2=C1C=CC(=C2)COC=2C=C(C=CC2)C2=C(C=NC1=C(C=CC=C21)C(F)(F)F)C(=O)C2=CC=CC=C2 ([4-[3-(1,3-BENZODIOXOL-5-YLMETHOXY)PHENYL]-8-(TRIFLUOROMETHYL)QUINOLIN-3-YL](PHENYL)METHANONE). As a reaction SMILES: [OH:1][C:2]1[CH:3]=[C:4]([C:8]2[C:17]3[C:12](=[C:13]([C:18]([F:21])([F:20])[F:19])[CH:14]=[CH:15][CH:16]=3)[N:11]=[CH:10][C:9]=2[C:22]([C:24]2[CH:29]=[CH:28][CH:27]=[CH:26][CH:25]=2)=[O:23])[CH:5]=[CH:6][CH:7]=1.Br[CH2:31][C:32]1[CH:40]=[CH:39][C:35]2[O:36][CH2:37][O:38][C:34]=2[CH:33]=1>>[O:36]1[C:35]2[CH:39]=[CH:40][C:32]([CH2:31][O:1][C:2]3[CH:3]=[C:4]([C:8]4[C:17]5[C:12](=[C:13]([C:18]([F:21])([F:19])[F:20])[CH:14]=[CH:15][CH:16]=5)[N:11]=[CH:10][C:9]=4[C:22]([C:24]4[CH:25]=[CH:26][CH:27]=[CH:28][CH:29]=4)=[O:23])[CH:5]=[CH:6][CH:7]=3)=[CH:33][C:34]=2[O:38][CH2:37]1. Procedure: The title compound was prepared from [4-(3-hydroxyphenyl)-8-(trifluoromethyl)quinolin-3-yl](phenyl)methanone and 5-Bromomethyl-benzo[1,3]dioxole following the procedure of Example 478: MS (ESI) m/z 528; HRMS: calcd for C31H20F3NO4+H+, 528.14172; found (ESI, [M+H]+), 528.1435.